This data is from the Open Reaction Database (ORD), a public repository of structured organic reaction records. The task is: describe an organic reaction: reactants, conditions, products, and yield Reactants: C(C)OC1=NC(=NC=C1)N1CCCC1 (4-Ethoxy-2-pyrrolidin-1-ylpyrimidine), O=P(Cl)(Cl)Cl (POCl3). Solvent: CN(C)C=O (DMF). Product: ClC1=NC(=NC=C1)N1CCCC1 (4-Chloro-2-pyrrolidin-1-ylpyrimidine). RXN SMILES: C(O[C:4]1[CH:9]=[CH:8][N:7]=[C:6]([N:10]2[CH2:14][CH2:13][CH2:12][CH2:11]2)[N:5]=1)C.O=P(Cl)(Cl)[Cl:17]>CN(C=O)C>[Cl:17][C:4]1[CH:9]=[CH:8][N:7]=[C:6]([N:10]2[CH2:14][CH2:13][CH2:12][CH2:11]2)[N:5]=1. Reported procedure: 4-Ethoxy-2-pyrrolidin-1-ylpyrimidine (2.0 g, 10 mol) was added to 15 mL of POCl3, followed by the addition of 0.5 ml of DMF. The reaction mixture was irradiated under microwave at 160° C. for 1.5 h. Most of the solvent was evaporated in vacuo. The residue was added in portions to ice-water containing ammonia. The precipitate was filtered off. The aqueous filtrate was extracted with EtOAc. The organic phase was dried over sodium sulfate, filtered, and concentrated. The solid precipitate was combi... Starting materials: C(C)OC(CBr)OCC (bromoacetaldehyde diethyl acetal), NC1=NC=NC(=C1)C(F)(F)F (4-amino-6-trifluoromethylpyrimidine), COCCOC (ethylene glycol dimethyl ether), C(O)([O-])=O.[Na+] (sodium hydrogen carbonate). Solvent: Br (hydrobromic acid), O (water). Conditions: time 18 hour. The product is FC(C1=CC=2N(C=N1)C=CN2)(F)F (7-trifluoromethylimidazo[1,2-c]pyrimidine). Yield: 105.4%. Reaction SMILES: C(OC(O[CH2:8][CH3:9])CBr)C.COCCOC.C(=O)([O-])O.[Na+].[NH2:21][C:22]1[CH:27]=[C:26]([C:28]([F:31])([F:30])[F:29])[N:25]=[CH:24][N:23]=1>Br.O>[F:31][C:28]([F:29])([F:30])[C:26]1[N:25]=[CH:24][N:23]2[CH:8]=[CH:9][N:21]=[C:22]2[CH:27]=1 |f:2.3|. Procedure details: A stirred mixture of bromoacetaldehyde diethyl acetal (2.09 ml, 13.5 mmol) in concentrated hydrobromic acid (0.68 ml) and water (0.68 ml) was heated at reflux under nitrogen for 20 min. The solution was allowed to cool to room temperature, ethylene glycol dimethyl ether (5 ml) was added and the solution was neutralised to pH 7 with solid sodium hydrogen carbonate. The mixture was filtered and the solid was washed with more ethylene glycol dimethyl ether (7 ml). To the combined filtrates was adde... The reactants are C1CCOC1, O=C(O)c1cc(Br)ccc1I. Yields the product OCc1cc(Br)ccc1I. RXN SMILES: [CH2:12]1[O:13][CH2:14][CH2:15][CH2:16]1.[I:1][c:2]1[c:3]([C:4](=[O:5])[OH:6])[cH:7][c:8]([Br:11])[cH:9][cH:10]1>>[I:1][c:2]1[c:3]([CH2:4][OH:5])[cH:7][c:8]([Br:11])[cH:9][cH:10]1. The yield is 77.0%. Reactants: O(C1=CC=CC=C1)C=1C=C(C=O)C=CC1 (3-phenoxybenzaldehyde), C1(=CC=CC=C1)S (thiophenol), C(Cl)(Cl)Cl (chloroform), C(C)O (ethanol), ethanolic solution, [OH-].[K+] (potassium hydroxide), [Cl-].[Na+] (sodium chloride), S(O)(O)(=O)=O (sulfuric acid). Run at temperature 45 celsius, time 1 hour. The product is C1(=CC=CC=C1)SC(C(=O)O)C1=CC(=CC=C1)OC1=CC=CC=C1 (2-phenylthio-2-(3-phenoxyphenyl)acetic acid). RXN SMILES: [O:1]([C:8]1[CH:9]=[C:10]([CH:13]=[CH:14][CH:15]=1)[CH:11]=O)[C:2]1[CH:7]=[CH:6][CH:5]=[CH:4][CH:3]=1.[C:16]1([SH:22])[CH:21]=[CH:20][CH:19]=[CH:18][CH:17]=1.C(Cl)(Cl)Cl.[OH-:27].[K+].S(=O)(=O)(O)O.[Cl-].[Na+].[CH2:36]([OH:38])C>>[C:16]1([S:22][CH:11]([C:10]2[CH:13]=[CH:14][CH:15]=[C:8]([O:1][C:2]3[CH:7]=[CH:6][CH:5]=[CH:4][CH:3]=3)[CH:9]=2)[C:36]([OH:38])=[O:27])[CH:21]=[CH:20][CH:19]=[CH:18][CH:17]=1 |f:3.4,6.7|. Reported procedure: A mixture of 1.98 g (10 mmols) of 3-phenoxybenzaldehyde, 1.65 g (15 mmols) of thiophenol, 1.79 g (15 mmols) of chloroform and 2 ml of ethanol was stirred at room temperature (about 15° to 30° C.), and 10 ml of an ethanolic solution of 2.8 g (50 mmols) of potassium hydroxide was then added dropwise to the mixture while maintaining the temperature below 45° C. The reaction mixture was further stirred for an additional one hour at 45° C. and then allowed to stand overnight at room temperature while...